describe an organic reaction: reactants, conditions, products, and yield From a dataset of the Open Reaction Database (ORD), a public repository of structured organic reaction records. Reactants: O1CCC(=CC1)C1=CC=CC(=N1)C(=O)O (6-(3,6-dihydro-2H-pyran-4-yl)-pyridine-2-carboxylic acid). The reagents and catalysts are [Pd] (Pd/C). Yields the product O1CCC(CC1)C1=CC=CC(=N1)C(=O)O (6-(Tetrahydro-pyran-4-yl)-pyridine-2-carboxylic acid). Reaction SMILES: [O:1]1[CH2:6][CH:5]=[C:4]([C:7]2[N:12]=[C:11]([C:13]([OH:15])=[O:14])[CH:10]=[CH:9][CH:8]=2)[CH2:3][CH2:2]1>[Pd]>[O:1]1[CH2:2][CH2:3][CH:4]([C:7]2[N:12]=[C:11]([C:13]([OH:15])=[O:14])[CH:10]=[CH:9][CH:8]=2)[CH2:5][CH2:6]1. Procedure details: The title compound was synthesized in analogy to Example 7 b, using 6-(3,6-dihydro-2H-pyran-4-yl)-pyridine-2-carboxylic acid and 10% Pd/C as starting materials, MS (EI): m/e 208.1 [M+H]+. Reactants: O=C1CCC(=O)N1Br, ClCCl, COc1c(-c2ccc(C=O)cc2)cccc1[N+](=O)[O-], NCCN. Product: COc1c(-c2ccc(C3=NCCN3)cc2)cccc1[N+](=O)[O-]. RXN SMILES: [Br:24][N:25]1[C:26](=[O:27])[CH2:28][CH2:29][C:30]1=[O:31].[Cl:32][CH2:33][Cl:34].[N+:1](=[O:2])([O-:3])[c:4]1[c:5]([O:18][CH3:19])[c:6](-[c:10]2[cH:11][cH:12][c:13]([CH:16]=[O:17])[cH:14][cH:15]2)[cH:7][cH:8][cH:9]1.[NH2:20][CH2:21][CH2:22][NH2:23]>>[N+:1](=[O:2])([O-:3])[c:4]1[c:5]([O:18][CH3:19])[c:6](-[c:10]2[cH:11][cH:12][c:13]([C:16]3=[N:23][CH2:22][CH2:21][NH:20]3)[cH:14][cH:15]2)[cH:7][cH:8][cH:9]1. The reactants are ClC1=C2C(C(=NN(C2=CC(=C1OCC1=CC=C(C=C1)OC)OCC1=CC=C(C=C1)OC)CC)C=O)=O (5-chloro-1-ethyl-6,7-bis((4-methoxybenzyl)oxy)-4-oxo-1,4-dihydrocinnoline-3-carbaldehyde), N1CCCC1 (pyrrolidine), C(C)(=O)O[BH-](OC(C)=O)OC(C)=O.[Na+] (sodium triacetoxyborohydride). The solvent is ClCCl (Dichloromethane). Conditions: time 1 hour. The product is ClC1=C2C(C(=NN(C2=CC(=C1OCC1=CC=C(C=C1)OC)OCC1=CC=C(C=C1)OC)CC)CN1CCCC1)=O (5-chloro-1-ethyl-6,7-bis((4-methoxybenzyl)oxy)-3-(pyrrolidin-1-ylmethyl)cinnolin-4(1H)-one). Yield: 79.1%. As a reaction SMILES: [Cl:1][C:2]1[C:11]([O:12][CH2:13][C:14]2[CH:19]=[CH:18][C:17]([O:20][CH3:21])=[CH:16][CH:15]=2)=[C:10]([O:22][CH2:23][C:24]2[CH:29]=[CH:28][C:27]([O:30][CH3:31])=[CH:26][CH:25]=2)[CH:9]=[C:8]2[C:3]=1[C:4](=[O:36])[C:5]([CH:34]=O)=[N:6][N:7]2[CH2:32][CH3:33].[NH:37]1[CH2:41][CH2:40][CH2:39][CH2:38]1.C(O[BH-](OC(=O)C)OC(=O)C)(=O)C.[Na+]>ClCCl>[Cl:1][C:2]1[C:11]([O:12][CH2:13][C:14]2[CH:15]=[CH:16][C:17]([O:20][CH3:21])=[CH:18][CH:19]=2)=[C:10]([O:22][CH2:23][C:24]2[CH:29]=[CH:28][C:27]([O:30][CH3:31])=[CH:26][CH:25]=2)[CH:9]=[C:8]2[C:3]=1[C:4](=[O:36])[C:5]([CH2:34][N:37]1[CH2:41][CH2:40][CH2:39][CH2:38]1)=[N:6][N:7]2[CH2:32][CH3:33] |f:2.3|. Procedure details: To a solution of 5-chloro-1-ethyl-6,7-bis((4-methoxybenzyl)oxy)-4-oxo-1,4-dihydrocinnoline-3-carbaldehyde (3.5 g, 4.26 mmol) in Dichloromethane (DCM) (80 mL) was added pyrrolidine (0.370 mL, 4.48 mmol) and sodium triacetoxyborohydride (1.355 g, 6.40 mmol). The mixture was stirred at r.t. for 1 h. Then reaction mixture was washed with sat. NaHCO3 (aq.) and brine, dried over sodium sulfate and the solvent was removed in vacuo. The crude product was then purified through normal phase chromatography... Run in C(Cl)Cl (DCM), CO (MeOH). Run at time 1 hour. Starting materials: C(#N)[BH3-].[Na+] (sodium cyanoborohydride), COC1=C(C=CC(=C1)OC)CN ((2,4-dimethoxyphenyl)methanamine), C(C)(=O)[O-].[Na+] (sodium acetate), C(C)(C)(C)OC(=O)N[C@@H]1[C@@H](CCCC1)NC1=NC(=C(C(=N1)C=O)C(=O)OC)C=1C=NN(C1)C (Methyl 2-((1R,2S)-2-(tert-butoxycarbonylamino)cyclohexylamino)-4-formyl-6-(1-methyl-1H-pyrazol-4-yl)pyrimidine-5-carboxylate). Reported procedure: Methyl 2-((1R,2S)-2-(tert-butoxycarbonylamino)cyclohexylamino)-4-formyl-6-(1-methyl-1H-pyrazol-4-yl)pyrimidine-5-carboxylate (0.175 g, 0.382 mmol) was dissolved in DCM (2 mL) and MeOH (1 mL). To this mixture was added (2,4-dimethoxyphenyl)methanamine (0.057 mL, 0.382 mmol) and sodium acetate (0.094 g, 1.145 mmol). The mixture was stirred in a capped 20 mL vial for 1 h, after which sodium cyanoborohydride (0.060 g, 0.954 mmol) was added. The reaction mixture was stirred at RT overnight. After the... The yield is 3.0%. Yields the product COC1=C(CN2CC=3N=C(N=C(C3C2=O)C=2C=NN(C2)C)N[C@H]2[C@H](CCCC2)NC(OC(C)(C)C)=O)C=CC(=C1)OC (tert-Butyl (1S,2R)-2-(6-(2,4-dimethoxybenzyl)-4-(1-methyl-1H-pyrazol-4-yl)-5-oxo-6,7-dihydro-5H-pyrrolo[3,4-d]pyrimidin-2-ylamino)cyclohexylcarbamate). RXN SMILES: [C:1]([O:5][C:6]([NH:8][C@H:9]1[CH2:14][CH2:13][CH2:12][CH2:11][C@H:10]1[NH:15][C:16]1[N:21]=[C:20]([CH:22]=O)[C:19]([C:24](OC)=[O:25])=[C:18]([C:28]2[CH:29]=[N:30][N:31]([CH3:33])[CH:32]=2)[N:17]=1)=[O:7])([CH3:4])([CH3:3])[CH3:2].[CH3:34][O:35][C:36]1[CH:41]=[C:40]([O:42][CH3:43])[CH:39]=[CH:38][C:37]=1[CH2:44][NH2:45].C([O-])(=O)C.[Na+].C([BH3-])#N.[Na+]>C(Cl)Cl.CO>[CH3:34][O:35][C:36]1[CH:41]=[C:40]([O:42][CH3:43])[CH:39]=[CH:38][C:37]=1[CH2:44][N:45]1[C:24](=[O:25])[C:19]2[C:18]([C:28]3[CH:29]=[N:30][N:31]([CH3:33])[CH:32]=3)=[N:17][C:16]([NH:15][C@@H:10]3[CH2:11][CH2:12][CH2:13][CH2:14][C@@H:9]3[NH:8][C:6](=[O:7])[O:5][C:1]([CH3:3])([CH3:2])[CH3:4])=[N:21][C:20]=2[CH2:22]1 |f:2.3,4.5|. The reactants are CC1OC(C)C(=NO)C1=O, O=S(=O)(O)O. The product is CC1=C(O)C(=O)C(C)O1. RXN SMILES: [O:1]=[C:2]1[C:3](=[N:9][OH:10])[CH:4]([CH3:8])[O:5][CH:6]1[CH3:7].[S:11]([OH:12])(=[O:13])(=[O:14])[OH:15]>>[O:1]=[C:2]1[C:3]([OH:12])=[C:4]([CH3:8])[O:5][CH:6]1[CH3:7]. Reactants: CN(S(=O)(=O)Cl)C (dimethylsulfamoyl chloride), COC1=CC=C(C=C1)C=1N=CN(C1C1=CC=C(C=C1)OC)C (4,5-bis(4-methoxyphenyl)-1-methyl-1H-imidazole), CN(CCN(C)C)C (N, N, N',N'-tetramethylethylenediamine), C(CCC)[Li] (n-butyllithium). Run in O1CCCC1 (tetrahydrofuran). Conditions: time 1 hour. Yields the product ClC=1N(C(=C(N1)C1=CC=C(C=C1)OC)C1=CC=C(C=C1)OC)C (2-Chloro-4,5-bis(4-methoxyphenyl)-1-methyl-1H-imidazole). The yield is 92.1%. RXN SMILES: [CH3:1][O:2][C:3]1[CH:8]=[CH:7][C:6]([C:9]2[N:10]=[CH:11][N:12]([CH3:22])[C:13]=2[C:14]2[CH:19]=[CH:18][C:17]([O:20][CH3:21])=[CH:16][CH:15]=2)=[CH:5][CH:4]=1.CN(C)CCN(C)C.C([Li])CCC.CN(C)S([Cl:41])(=O)=O>O1CCCC1>[Cl:41][C:11]1[N:12]([CH3:22])[C:13]([C:14]2[CH:19]=[CH:18][C:17]([O:20][CH3:21])=[CH:16][CH:15]=2)=[C:9]([C:6]2[CH:7]=[CH:8][C:3]([O:2][CH3:1])=[CH:4][CH:5]=2)[N:10]=1. Reported procedure: A mixture of 4,5-bis(4-methoxyphenyl)-1-methyl-1H-imidazole (10.0 g, 0.034 mol) and N, N, N',N'-tetramethylethylenediamine (three equivalents) in 75 ml of dry tetrahydrofuran was cooled to -78° and treated with n-butyllithium (1.1 equivalents). The mixture was stirred at -78° under nitrogen for one hour and treated with dimethylsulfamoyl chloride (5.5 g, 0.038 mol). The mixture was stirred at -78° for 30 minutes and then overnight at room temperature. The reaction mixture was concentrated in vac... Starting materials: FC1=C(C=CC=C1)C(C)=O (2′-fluoroacetophenone), C=1C=CC2=C(C1)N=NN2O (HOBt), Cl.NCC(=O)N1CCC(CC1)OC1=CC(=CC=C1)C(F)(F)F (2-amino-1-[4-(3-trifluoromethyl-phenoxy)-piperidin-1-yl]-ethanone hydrochloride), CCN(C(C)C)C(C)C (DIPEA), FC1=C(C=CC=C1)C1=CC(=NN1)C(=O)O (5-(2-Fluoro-phenyl)-1H-pyrazole-3-carboxylic acid), Intermediate 29, CCN=C=NCCCN(C)C.Cl (EDCI.HCl). The solvent is CN(C)C=O (DMF), O (water). Reaction conditions: time 8 hour. The product is O=C(CNC(=O)C1=NNC(=C1)C1=C(C=CC=C1)F)N1CCC(CC1)OC1=CC(=CC=C1)C(F)(F)F (5-(2-fluoro-phenyl)-1H-pyrazole-3-carboxylic acid {2-oxo-2-[4-(3-trifluoromethyl-phenoxy)-piperidin-1-yl]-ethyl}-amide). Isolated yield 31.7%. RXN SMILES: CCN(C(C)C)C(C)C.[F:10][C:11]1[CH:16]=[CH:15][CH:14]=[CH:13][C:12]=1[C:17]1[NH:21][N:20]=[C:19]([C:22]([OH:24])=O)[CH:18]=1.FC1C=CC=CC=1C(=O)C.C1C=CC2N(O)N=NC=2C=1.CCN=C=NCCCN(C)C.Cl.Cl.[NH2:58][CH2:59][C:60]([N:62]1[CH2:67][CH2:66][CH:65]([O:68][C:69]2[CH:74]=[CH:73][CH:72]=[C:71]([C:75]([F:78])([F:77])[F:76])[CH:70]=2)[CH2:64][CH2:63]1)=[O:61]>CN(C=O)C.O>[O:61]=[C:60]([N:62]1[CH2:63][CH2:64][CH:65]([O:68][C:69]2[CH:74]=[CH:73][CH:72]=[C:71]([C:75]([F:78])([F:76])[F:77])[CH:70]=2)[CH2:66][CH2:67]1)[CH2:59][NH:58][C:22]([C:19]1[CH:18]=[C:17]([C:12]2[CH:13]=[CH:14][CH:15]=[CH:16][C:11]=2[F:10])[NH:21][N:20]=1)=[O:24] |f:4.5,6.7|. Reported procedure: DIPEA (160 mg, 1.3 mmol) was added to a stirred solution of 5-(2-Fluoro-phenyl)-1H-pyrazole-3-carboxylic acid (77 mg, 0.37 mmol) (prepared by the method used for the synthesis of Intermediate 29, starting from 2′-fluoroacetophenone) in DMF (2 mL) followed by HOBt (52 mg, 0.39 mmol) and EDCI.HCl (74 mg, 0.39 mmol). After 2 minutes 2-amino-1-[4-(3-trifluoromethyl-phenoxy)-piperidin-1-yl]-ethanone hydrochloride (prepared according to Step 1 and 5 of the General Scheme) (125 mg, 0.37 mmol) was added...